Dataset: the Open Reaction Database (ORD), a public repository of structured organic reaction records. Task: describe an organic reaction: reactants, conditions, products, and yield Yield: 64.8%. The product is NC1=C(C(=NN1C1=C(C=C(C=C1Cl)C(F)(F)F)Cl)C=NO)S(=O)(=O)C (5-amino-1-[2,6-dichloro-4-(trifluoromethyl)phenyl]-4-methylsulfonyl-1H-pyrazole-3-carboxaldehyde oxime). Run in O (Water). Conditions: temperature 20 celsius, time 8 hour. Reported procedure: A mixture of 5-amino-1-[2,6-dichloro-4-(trifluoromethyl)phenyl]-4-methylsulfinyl-1H-pyrazole-3-carboxaldehyde oxime (1.38 g), 30% hydrogen peroxide (1.38 ml) sodium tungstate dihydrate (0.17 g) in methanouacetic acid was stirred at 20° C. overnight, then at 50° C. for 4 hours, and again at 20° C. overnight. Water was added and the solid filtered, water-washed and dried to give 5-amino-1-[2,6-dichloro-4-(trifluoromethyl)phenyl]-4-methylsulfonyl-1H-pyrazole-3-carboxaldehyde oxime (0.93 g) m.p.209.... The reactants are NC1=C(C(=NN1C1=C(C=C(C=C1Cl)C(F)(F)F)Cl)C=NO)S(=O)C (5-amino-1-[2,6-dichloro-4-(trifluoromethyl)phenyl]-4-methylsulfinyl-1H-pyrazole-3-carboxaldehyde oxime), OO (hydrogen peroxide). As a reaction SMILES: [NH2:1][C:2]1[N:6]([C:7]2[C:12]([Cl:13])=[CH:11][C:10]([C:14]([F:17])([F:16])[F:15])=[CH:9][C:8]=2[Cl:18])[N:5]=[C:4]([CH:19]=[N:20][OH:21])[C:3]=1[S:22]([CH3:24])=[O:23].[OH:25]O>O>[NH2:1][C:2]1[N:6]([C:7]2[C:12]([Cl:13])=[CH:11][C:10]([C:14]([F:17])([F:16])[F:15])=[CH:9][C:8]=2[Cl:18])[N:5]=[C:4]([CH:19]=[N:20][OH:21])[C:3]=1[S:22]([CH3:24])(=[O:25])=[O:23]. Reactants: O=C1C=CCCC1, CCOC(C)=O, Cl. Product: CCOC(=O)CC1(O)C=CCCC1. Reaction SMILES: [C:1]1(=[O:7])[CH:2]=[CH:3][CH2:4][CH2:5][CH2:6]1.[CH3:9][CH2:10][O:11][C:12]([CH3:13])=[O:14].[ClH:8]>>[C:1]1([OH:7])([CH2:13][C:12]([O:11][CH2:10][CH3:9])=[O:14])[CH:2]=[CH:3][CH2:4][CH2:5][CH2:6]1. The reactants are COC1=C(CNCC(C2=CC(=C(C=C2)OC)OC)O)C=CC=C1 ([(2-methoxybenzylamino]methyl]-3,4-dimethoxybenzyl alcohol), FC(C(=O)O)(F)F (trifluoroacetic acid), S(O)(O)(=O)=O (sulfuric acid). The product is COC=1C=C(C=CC1OC)C1CNCC2=C(C=CC=C12)C (4-(3,4-dimethoxyphenyl)-8-methyl-1,2,3,4-tetrahydroisoquinoline). As a reaction SMILES: CO[C:3]1[CH:23]=[CH:22][CH:21]=[CH:20][C:4]=1[CH2:5][NH:6][CH2:7][CH:8](O)[C:9]1[CH:14]=[CH:13][C:12]([O:15][CH3:16])=[C:11]([O:17][CH3:18])[CH:10]=1.S(=O)(=O)(O)O.F[C:30](F)(F)C(O)=O>>[CH3:18][O:17][C:11]1[CH:10]=[C:9]([CH:8]2[C:3]3[C:4](=[C:20]([CH3:30])[CH:21]=[CH:22][CH:23]=3)[CH2:5][NH:6][CH2:7]2)[CH:14]=[CH:13][C:12]=1[O:15][CH3:16]. Reported procedure: 900 mg of α-[[(2-methoxybenzylamino]methyl]-3,4-dimethoxybenzyl alcohol was dissolved in 7 ml of trifluoroacetic acid, and after adding thereto 0.21 ml of conc. sulfuric acid under ice cooling, the mixture was allowed to react for 60 minutes. The reaction solution was concentrated, and subjected to azeotropic distillation 3 times, and after adding chloroform, the mixture was basified by addition of 28% aqueous ammonia. By a separating procedure, the chloroform layer was collected, washed with wa...